This data is from the Open Reaction Database (ORD), a public repository of structured organic reaction records. The task is: describe an organic reaction: reactants, conditions, products, and yield The reactants are CC(=O)O, CO, C=[N+]=[N-], Cc1c(CO)oc2ccc(C(=O)O)cc12. Product: COC(=O)c1ccc2oc(CO)c(C)c2c1. Reaction SMILES: [CH3:19][C:20](=[O:21])[OH:22].[CH3:23][OH:24].[N+:16](=[N-:17])=[CH2:18].[OH:1][CH2:2][c:3]1[o:4][c:5]2[c:6]([c:7]1[CH3:8])[cH:9][c:10]([C:13](=[O:14])[OH:15])[cH:11][cH:12]2>>[OH:1][CH2:2][c:3]1[o:4][c:5]2[c:6]([c:7]1[CH3:8])[cH:9][c:10]([C:13]([O:14][CH3:18])=[O:15])[cH:11][cH:12]2. The reactants are O=C([O-])[O-], COC(=O)c1c[nH]c(=O)c2ccccc12, IC1CCCC1, [K+], [K+], CN(C)C=O, O. Yields the product COC(=O)c1cn(C2CCCC2)c(=O)c2ccccc12. RXN SMILES: [C:16](=[O:17])([O-:18])[O-:19].[CH3:1][O:2][C:3](=[O:4])[c:5]1[cH:6][nH:7][c:8](=[O:15])[c:9]2[cH:10][cH:11][cH:12][cH:13][c:14]12.[CH:27]1([I:32])[CH2:28][CH2:29][CH2:30][CH2:31]1.[K+:20].[K+:21].[O:22]=[CH:23][N:24]([CH3:25])[CH3:26].[OH2:33]>>[CH3:1][O:2][C:3](=[O:4])[c:5]1[cH:6][n:7]([CH:27]2[CH2:28][CH2:29][CH2:30][CH2:31]2)[c:8](=[O:15])[c:9]2[cH:10][cH:11][cH:12][cH:13][c:14]12.